describe an organic reaction: reactants, conditions, products, and yield From a dataset of the Open Reaction Database (ORD), a public repository of structured organic reaction records. Starting materials: ClC1=CN=C2N1CCN(C2)C(=O)C2=C(C=C(C=C2)Cl)Cl (3-Chloro-7-[(2,4-dichlorophenyl)carbonyl]-5,6,7,8-tetrahydroimidazo[1,2-a]pyrazine), C1CC(=O)N(C1=O)Cl (NCS). Run in CN(C=O)C (N,N-dimethylformamide). Product: ClC=1N=C2N(CCN(C2)C(=O)C2=C(C=C(C=C2)Cl)Cl)C1Cl (2,3-dichloro-7-[(2,4-dichlorophenyl)carbonyl]-5,6,7,8-tetrahydroimidazo[1,2-a]pyrazine). Reaction SMILES: [Cl:1][C:2]1[N:6]2[CH2:7][CH2:8][N:9]([C:11]([C:13]3[CH:18]=[CH:17][C:16]([Cl:19])=[CH:15][C:14]=3[Cl:20])=[O:12])[CH2:10][C:5]2=[N:4][CH:3]=1.C1C(=O)N([Cl:28])C(=O)C1>CN(C)C=O>[Cl:28][C:3]1[N:4]=[C:5]2[CH2:10][N:9]([C:11]([C:13]3[CH:18]=[CH:17][C:16]([Cl:19])=[CH:15][C:14]=3[Cl:20])=[O:12])[CH2:8][CH2:7][N:6]2[C:2]=1[Cl:1]. Procedure: 3-Chloro-7-[(2,4-dichlorophenyl)carbonyl]-5,6,7,8-tetrahydroimidazo[1,2-a]pyrazine (E44) (300 mg, 0.907 mmol) and NCS (133 mg, 0.998 mmol) were stirred at RT for 16 h in N,N-dimethylformamide (DMF) (2 mL). Solvents were removed in vacuo and the residue was purified by MDAP to afford desired product in 218 mg. Starting materials: COS(=O)(=O)OC, [K+], [OH-], O=Cc1cc(Oc2ccccc2Cl)ccc1O. The product is COc1ccc(Oc2ccccc2Cl)cc1C=O. Reaction SMILES: [CH3:18][O:19][S:20]([O:21][CH3:22])(=[O:23])=[O:24].[K+:26].[OH-:25].[OH:1][c:2]1[c:3]([CH:4]=[O:5])[cH:6][c:7]([O:10][c:11]2[c:12]([Cl:17])[cH:13][cH:14][cH:15][cH:16]2)[cH:8][cH:9]1>>[O:1]([c:2]1[c:3]([CH:4]=[O:5])[cH:6][c:7]([O:10][c:11]2[c:12]([Cl:17])[cH:13][cH:14][cH:15][cH:16]2)[cH:8][cH:9]1)[CH3:18]. Reactants: [Cl-].[Ca+2].[Cl-] (calcium chloride), Cl (hydrochloric acid), C(C)(=O)OCC=1CS[C@H]2N(C1C(=O)O)C(C2NC(\C(=N/OC)\C=2N=C(SC2)NC(CCl)=O)=O)=O (3-acetoxymethyl-7-[2-(2-chloroacetamidothiazol-4-yl)-2-(Z)-methoxyiminoacetamido]-3-cephem-4-carboxylic acid), C(O)([O-])=O.[Na+] (sodium hydrogen carbonate). Run in CO (methanol), ice water. Conditions: temperature 70 celsius, time 1 hour. Product: ClCC(=O)NC=1SC=C(N1)/C(/C(=O)NC1[C@@H]2N(C(=C(CS2)COC)C(=O)O)C1=O)=N/OC (7-[2-(2-Chloroacetamidothiazol-4-yl)-2-(Z)-methoxyiminoacetamido]-3-methoxymethyl-3-cephem-4-carboxylic acid). Isolated yield 63.5%. As a reaction SMILES: [C:1]([O:4][CH2:5][C:6]1[CH2:7][S:8][C@@H:9]2[CH:16]([NH:17][C:18](=[O:33])/[C:19](/[C:23]3[N:24]=[C:25]([NH:28][C:29](=[O:32])[CH2:30][Cl:31])[S:26][CH:27]=3)=[N:20]\[O:21][CH3:22])[C:15](=[O:34])[N:10]2[C:11]=1[C:12]([OH:14])=[O:13])(=O)C.C(=O)([O-])O.[Na+].[Cl-].[Ca+2].[Cl-].Cl>CO>[Cl:31][CH2:30][C:29]([NH:28][C:25]1[S:26][CH:27]=[C:23](/[C:19](=[N:20]/[O:21][CH3:22])/[C:18]([NH:17][CH:16]2[C:15](=[O:34])[N:10]3[C:11]([C:12]([OH:14])=[O:13])=[C:6]([CH2:5][O:4][CH3:1])[CH2:7][S:8][C@H:9]23)=[O:33])[N:24]=1)=[O:32] |f:1.2,3.4.5|. Procedure details: 5 g of 3-acetoxymethyl-7-[2-(2-chloroacetamidothiazol-4-yl)-2-(Z)-methoxyiminoacetamido]-3-cephem-4-carboxylic acid and 800 mg of sodium hydrogen carbonate were dissolved in 50 ml of 70% v/v aqueous methanol. 75 g of anhydrous calcium chloride were added to the solution, and the mixture was stirred at 70° C. for 1 hour. The mixture was then diluted with 100 ml of ice-water, acidified by the addition of 1 ml of concentrated hydrochloric acid, and extracted three times, each time with 100 ml of et... Reactants: OC1=C(C(=O)OC)C=C(C(=C1)NC)[N+](=O)[O-] (methyl 2-hydroxy-4-(methylamino)-5-nitrobenzoate), C(C(C)=C)Cl (methallyl chloride), C([O-])([O-])=O.[K+].[K+] (potassium carbonate). The solvent is CN(C)C=O (DMF). The product is CC(COC1=C(C(=O)OC)C=C(C(=C1)NC)[N+](=O)[O-])=C (methyl 2-((2-methylallyl)oxy)-4-(methylamino)-5-nitrobenzoate). Isolated yield 70952.6%. Reaction SMILES: [OH:1][C:2]1[CH:11]=[C:10]([NH:12][CH3:13])[C:9]([N+:14]([O-:16])=[O:15])=[CH:8][C:3]=1[C:4]([O:6][CH3:7])=[O:5].[CH2:17](Cl)[C:18](=[CH2:20])[CH3:19].C(=O)([O-])[O-].[K+].[K+]>CN(C=O)C>[CH3:19][C:18](=[CH2:17])[CH2:20][O:1][C:2]1[CH:11]=[C:10]([NH:12][CH3:13])[C:9]([N+:14]([O-:16])=[O:15])=[CH:8][C:3]=1[C:4]([O:6][CH3:7])=[O:5] |f:2.3.4|. Procedure: The title compound was prepared following the procedure described for Step-6 of Intermediate-1 using methyl 2-hydroxy-4-(methylamino)-5-nitrobenzoate (4.00 g, 0.0176 mmol), methallyl chloride (2.8 g, 0.0318 mmol), potassium carbonate (4.38 g, 0.037 mmol) and DMF (50.0 mL) to afford 3.500 g of desired product. 1HNMR (DMSO-d6): δ 1.81 (s, 3H), 3.00 (d, J=4.8 Hz, 3H), 3.76 (s, 3H), 4.65 (s, 2H), 5.00 (s, 1H), 5.24 (s, 1H), 6.30 (s, 1H), 8.59 (s, 2H); [M+H]+: 281.00.